Dataset: the Open Reaction Database (ORD), a public repository of structured organic reaction records. Task: describe an organic reaction: reactants, conditions, products, and yield Reactants: NC(C)C=1C(=C(C(=C(C1)Cl)C)C1CCN(CC1)C(=O)OC(C)(C)C)OC (tert-butyl 4-{3-[1-aminoethyl]-5-chloro-2-methoxy-6-methylphenyl}piperidine-1-carboxylate), ClC1=C2N=CN(C2=NC=N1)C1OCCCC1 (6-chloro-9-(tetrahydro-2H-pyran-2-yl)-9H-purine), C([O-])(O)=O.[Na+] (sodium bicarbonate). Solvent: C(CCC)O (1-butanol). Run at temperature 110 celsius. Product: ClC=1C(=C(C(=C(C1)C(C)NC1=C2N=CN(C2=NC=N1)C1OCCCC1)OC)C1CCN(CC1)C(=O)OC(C)(C)C)C (tert-Butyl 4-[3-chloro-6-methoxy-2-methyl-5-(1-{[9-(tetrahydro-2H-pyran-2-yl)-9H-purin-6-yl]amino}ethyl)phenyl]piperidine-1-carboxylate). The yield is 109.0%. As a reaction SMILES: [NH2:1][CH:2]([C:4]1[C:5]([O:25][CH3:26])=[C:6]([CH:12]2[CH2:17][CH2:16][N:15]([C:18]([O:20][C:21]([CH3:24])([CH3:23])[CH3:22])=[O:19])[CH2:14][CH2:13]2)[C:7]([CH3:11])=[C:8]([Cl:10])[CH:9]=1)[CH3:3].Cl[C:28]1[N:36]=[CH:35][N:34]=[C:33]2[C:29]=1[N:30]=[CH:31][N:32]2[CH:37]1[CH2:42][CH2:41][CH2:40][CH2:39][O:38]1.C(=O)(O)[O-].[Na+]>C(O)CCC>[Cl:10][C:8]1[C:7]([CH3:11])=[C:6]([CH:12]2[CH2:17][CH2:16][N:15]([C:18]([O:20][C:21]([CH3:22])([CH3:24])[CH3:23])=[O:19])[CH2:14][CH2:13]2)[C:5]([O:25][CH3:26])=[C:4]([CH:2]([NH:1][C:28]2[N:36]=[CH:35][N:34]=[C:33]3[C:29]=2[N:30]=[CH:31][N:32]3[CH:37]2[CH2:42][CH2:41][CH2:40][CH2:39][O:38]2)[CH3:3])[CH:9]=1 |f:2.3|. Procedure details: A mixture of tert-butyl 4-{3-[1-aminoethyl]-5-chloro-2-methoxy-6-methylphenyl}piperidine-1-carboxylate (150 mg, 0.392 mmol), 6-chloro-9-(tetrahydro-2H-pyran-2-yl)-9H-purine (122 mg, 0.509 mmol), and sodium bicarbonate (35 mg, 0.41 mmol) in 1-butanol (4.7 mL) was degassed with N2 for ˜5 minutes. The mixture was heated at 110° C. for 3 h under nitrogen. The solvent was removed under reduced pressure and the resulting residue was diluted with EtOAc, washed with sat. NaHCO3, water, brine, dried over... The reactants are ClCCl, Cc1c(CO)oc2c(Br)cccc12. The product is Cc1c(C=O)oc2c(Br)cccc12. Reaction SMILES: [Cl:14][CH2:15][Cl:16].[OH:1][CH2:2][c:3]1[o:4][c:5]2[c:6]([c:7]1[CH3:8])[cH:9][cH:10][cH:11][c:12]2[Br:13]>>[O:1]=[CH:2][c:3]1[o:4][c:5]2[c:6]([c:7]1[CH3:8])[cH:9][cH:10][cH:11][c:12]2[Br:13]. The reactants are [OH-].[Na+] (sodium hydroxide), [N+](=O)([O-])C=1C=C(OC=2C=C(C=C(C=O)Cl)C=CC2)C=CC1[N+](=O)[O-] (m-(3,4-dinitrophenoxy)-α-chlorocinnamaldehyde), S(O)(O)(=O)=O (sulfuric acid). The solvent is O1CCOCC1 (1,4-dioxane). Product: C(#C)C=1C=C(OC2=CC(=C(C=C2)[N+](=O)[O-])[N+](=O)[O-])C=CC1 (4-(3-Ethynylphenoxy)-o-dinitrobenzene). As a reaction SMILES: [OH-].[Na+].[N+:3]([C:6]1[CH:7]=[C:8]([CH:21]=[CH:22][C:23]=1[N+:24]([O-:26])=[O:25])[O:9][C:10]1[CH:11]=[C:12]([CH:18]=[CH:19][CH:20]=1)[CH:13]=[C:14](Cl)C=O)([O-:5])=[O:4].S(=O)(=O)(O)O>O1CCOCC1>[C:13]([C:12]1[CH:11]=[C:10]([CH:20]=[CH:19][CH:18]=1)[O:9][C:8]1[CH:21]=[CH:22][C:23]([N+:24]([O-:26])=[O:25])=[C:6]([N+:3]([O-:5])=[O:4])[CH:7]=1)#[CH:14] |f:0.1|. Procedure details: To 50 ml of refluxing 1N sodium hydroxide solution, under a nitrogen atmosphere, was added a solution containing 10 g (0.028 mole) of m-(3,4-dinitrophenoxy)-α-chlorocinnamaldehyde dissolved in 50 ml of 1,4-dioxane. The dark mixture was refluxed for one-half hour at which time the solution was cooled and acidified with 10% sulfuric acid. The reaction mixture was extracted with several 50 ml portions of ether, and the combined extracts evaporated to dryness. The residue was chromatographed on a 1 ... The reactants are O.NN (Hydrazine monohydrate), C[C@@H](CN1C(C2=CC=CC=C2C1=O)=O)CC(F)(F)F ((R)-2-(2-methyl-4,4,4-trifluorobutyl)-1H-isoindole-1,3(2H)-dione), Cl (hydrochloric acid). Solvent: C(C)O (ethanol), C(C)O (ethanol). The product is Cl.C[C@@H](CN)CC(F)(F)F ((R)-2-methyl-4,4,4-trifluorobutylamine hydrochloride). The yield is 88.0%. Reaction SMILES: O.NN.[CH3:4][C@H:5]([CH2:18][C:19]([F:22])([F:21])[F:20])[CH2:6][N:7]1C(=O)C2C(=CC=CC=2)C1=O.[ClH:23]>C(O)C>[ClH:23].[CH3:4][C@H:5]([CH2:18][C:19]([F:22])([F:21])[F:20])[CH2:6][NH2:7] |f:0.1,5.6|. Procedure details: Hydrazine monohydrate (3.1 mL) was added to a stirred solution of (R)-2-(2-methyl-4,4,4-trifluorobutyl)-1H-isoindole-1,3(2H)-dione (17.1 g) in anhydrous ethanol (85 mL) was heated to reflux. After three hours' reflux, the solution was cooled; ethanol (40 mL) was added; and the solution was acidified to pH 1 by addition of concentrated hydrochloric acid and was filtered. The filtrate was evaporated, and the residue was purified by sublimation (bath temperature 170° C., at 6.6 Pa) to yield (R)-2-m... The reactants are OCC=C(Br)Br, CCOc1ccc(Oc2ccc(O)c(C(F)(F)F)c2)cc1, C1CCOC1, c1ccc(P(c2ccccc2)c2ccccc2)cc1. Yields the product CCOc1ccc(Oc2ccc(OCC=C(Br)Br)c(C(F)(F)F)c2)cc1. As a reaction SMILES: [Br:22][C:23](=[CH:24][CH2:25][OH:26])[Br:27].[F:1][C:2]([c:3]1[c:4]([OH:19])[cH:5][cH:6][c:7]([O:9][c:10]2[cH:11][cH:12][c:13]([O:16][CH2:17][CH3:18])[cH:14][cH:15]2)[cH:8]1)([F:20])[F:21].[O:47]1[CH2:48][CH2:49][CH2:50][CH2:51]1.[c:28]1([P:29]([c:30]2[cH:31][cH:32][cH:33][cH:34][cH:35]2)[c:36]2[cH:37][cH:38][cH:39][cH:40][cH:41]2)[cH:42][cH:43][cH:44][cH:45][cH:46]1>>[F:1][C:2]([c:3]1[c:4]([O:19][CH2:25][CH:24]=[C:23]([Br:22])[Br:27])[cH:5][cH:6][c:7]([O:9][c:10]2[cH:11][cH:12][c:13]([O:16][CH2:17][CH3:18])[cH:14][cH:15]2)[cH:8]1)([F:20])[F:21].